describe an organic reaction: reactants, conditions, products, and yield From a dataset of the Open Reaction Database (ORD), a public repository of structured organic reaction records. Starting materials: FC1=C(N)C=CC=C1F (2,3-difluoroaniline), [H-].[Na+] (sodium hydride), [Cl-].[NH4+] (ammonium chloride), ClC1=NC=NC(=C1)OCC#CC (4-chloro-6-(2-butynyloxy)pyrimidine). Solvent: O1CCCC1 (tetrahydrofuran), O1CCCC1 (tetrahydrofuran), O1CCCC1 (tetrahydrofuran). Yields the product FC1=C(C=CC=C1F)NC1=NC=NC(=C1)OCC#CC (4-(N-(2,3-difluorophenyl)amino)-6-(2-butynyloxy)pyrimidine). Yield: 33.2%. As a reaction SMILES: [H-].[Na+].[F:3][C:4]1[C:10]([F:11])=[CH:9][CH:8]=[CH:7][C:5]=1[NH2:6].Cl[C:13]1[CH:18]=[C:17]([O:19][CH2:20][C:21]#[C:22][CH3:23])[N:16]=[CH:15][N:14]=1.[Cl-].[NH4+]>O1CCCC1>[F:3][C:4]1[C:10]([F:11])=[CH:9][CH:8]=[CH:7][C:5]=1[NH:6][C:13]1[CH:18]=[C:17]([O:19][CH2:20][C:21]#[C:22][CH3:23])[N:16]=[CH:15][N:14]=1 |f:0.1,4.5|. Procedure details: In 4 ml of tetrahydrofuran was suspended 0.33 g of sodium hydride (60% in oil), to which 0.6 ml of a tetrahydrofuran solution containing 0.42 g of 2,3-difluoroaniline were slowly added dropwise with stirring at room temperature. The mixture was stirred at room temperature for 20 minutes, to which 1 ml of a tetrahydrofuran solution containing 0.5 g of 4-chloro-6-(2-butynyloxy)pyrimidine was slowly added dropwise, followed by stirring at room temperature for 4 hours. The reaction mixture was then ...